From a dataset of the Open Reaction Database (ORD), a public repository of structured organic reaction records. describe an organic reaction: reactants, conditions, products, and yield Reactants: NC1=CC=C(C=C1)C=1NC2=C(N1)C=C(C=C2)N (2-(4-aminophenyl)-6-amino-benzimidazole), C1(=CC=CC=C1)[C@H]1[C@@H](C1)C(=O)Cl (trans-2-phenyl-1-cyclopropanecarbonyl chloride). Yields the product C1(=CC=CC=C1)[C@H]1[C@@H](C1)C(=O)C=1NC2=C(N1)C=CC=C2 (trans-2-phenyl-cyclopropanecarbonyl benzimidazole). RXN SMILES: NC1C=CC([C:8]2[NH:9][C:10]3[CH:16]=[CH:15][C:14](N)=[CH:13][C:11]=3[N:12]=2)=CC=1.[C:18]1([C@@H:24]2[CH2:26][C@H:25]2[C:27](Cl)=[O:28])[CH:23]=[CH:22][CH:21]=[CH:20][CH:19]=1>>[C:18]1([C@@H:24]2[CH2:26][C@H:25]2[C:27]([C:8]2[NH:9][C:10]3[CH:16]=[CH:15][CH:14]=[CH:13][C:11]=3[N:12]=2)=[O:28])[CH:23]=[CH:22][CH:21]=[CH:20][CH:19]=1. Reported procedure: Bis-trans-2-phenyl-cyclopropanecarbonyl benzimidazole was prepared by method C from 2-(4-aminophenyl)-6-amino-benzimidazole (0.500 g, 2.23 mmole) and trans-2-phenyl-1-cyclopropanecarbonyl chloride (0.831 ml, 0.966 g, 5.35 mmole). The resulting solid was purified on silica gel (5% MeOH in CH2Cl2). HPLC showed the product was 95.5% pure. Starting materials: oily product, ethyl α-bromo-α-(2,2-dichlorovinyl) isovalerate, BrC(C(=O)OCC)(C(C)C)CC(Cl)(Cl)Cl (ethyl α-bromo-α-(2,2,2-trichloroethyl)isovalerate), 1,5-diazabicyclo[5,4,0]undecene-5(DBU), C(C)(C)C(C(=O)OCC)=CC(Cl)(Cl)Cl (ethyl α-isopropyl-β-trichloromethylacrylate), [H][H] (hydrogen). Reagents/catalysts: [Pd] (palladium-on-carbon). Run in C(C)O (ethanol), C(Cl)(Cl)Cl (chloroform), C(C)OCC (diethyl ether). Reaction conditions: time 2 hour. Product: ClC(=CC(C(=O)OCC)C(C)C)Cl (ethyl α-(2,2-dichlorovinyl)isovalerate). Isolated yield 98.3%. As a reaction SMILES: Br[C:2]([CH2:11][C:12](Cl)([Cl:14])[Cl:13])([CH:8]([CH3:10])[CH3:9])[C:3]([O:5][CH2:6][CH3:7])=[O:4].C(C(=CC(Cl)(Cl)Cl)C(OCC)=O)(C)C.[H][H]>C(Cl)(Cl)Cl.C(OCC)C.C(O)C.[Pd]>[Cl:13][C:12]([Cl:14])=[CH:11][CH:2]([CH:8]([CH3:10])[CH3:9])[C:3]([O:5][CH2:6][CH3:7])=[O:4]. Reported procedure: In 20 g of chloroform were dissolved 6.0 g of the ethyl α-bromo-α-(2,2,2-trichloroethyl)isovalerate and, after the addition of 3.5 g of 1,5-diazabicyclo[5,4,0]undecene-5(DBU), the solution was stirred at room temperature for 2 hours. The reaction mixture was then diluted with diethyl ether, washed with water and dilute aqueous hydrogen chloride and dried over anhydrous magnesium sulfate. The low-boiling fraction was removed by distillation, whereupon 4.6 g of oily product were obtained. Based on... The reactants are C(C)(C)(C)OC(=O)N(CCNCC(=O)OCC)CC1CCC2=C(C(=CC=C12)F)C#N (Ethyl N-(2-{(tert-butoxycarbonyl)[(4-cyano-5-fluoro-2,3-dihydro-1H-inden-1-yl)methyl]amino}ethyl)glycinate), Cl (HCl). Run at temperature 140 celsius. Product: FC1=C(C=2CCC(C2C=C1)CN1C(CNCC1)=O)C#N (5-Fluoro-1-[(2-oxopiperazin-1-yl)methyl]-2,3-dihydro-1H-indene-4-carbonitrile). RXN SMILES: C(OC([N:8]([CH2:18][CH:19]1[C:27]2[C:22](=[C:23]([C:29]#[N:30])[C:24]([F:28])=[CH:25][CH:26]=2)[CH2:21][CH2:20]1)[CH2:9][CH2:10][NH:11][CH2:12][C:13](OCC)=[O:14])=O)(C)(C)C.Cl>>[F:28][C:24]1[CH:25]=[CH:26][C:27]2[CH:19]([CH2:18][N:8]3[CH2:9][CH2:10][NH:11][CH2:12][C:13]3=[O:14])[CH2:20][CH2:21][C:22]=2[C:23]=1[C:29]#[N:30]. Reported procedure: To a flask charged with Ethyl N-(2-{(tert-butoxycarbonyl)[(4-cyano-5-fluoro-2,3-dihydro-1H-inden-1-yl)methyl]amino}ethyl)glycinate (30 mg, 0.072 mmol) was treated with HCl (1.78 ml, 7.2 mmol) to removed the BOC group. The solvent was removed when the deprotection was done. The residue was dissolved in EtOH (10 ml). To this solution was added a few drops of Hunig base. The solution was sealed in a microwave tube and heated to 140° C. for 30 minutes. The resulting title product was purified by MPL... The reactants are ClCCl, CS(C)=O, ClCc1cc2ccccc2o1, N#C[Na]. Yields the product N#CCc1cc2ccccc2o1. As a reaction SMILES: [CH2:15]([Cl:16])[Cl:17].[CH3:18][S:19](=[O:20])[CH3:21].[Cl:1][CH2:2][c:3]1[o:4][c:5]2[c:6]([cH:7]1)[cH:8][cH:9][cH:10][cH:11]2.[Na:12][C:13]#[N:14]>>[CH2:2]([c:3]1[o:4][c:5]2[c:6]([cH:7]1)[cH:8][cH:9][cH:10][cH:11]2)[C:13]#[N:14]. Reactants: CC(=O)C1=C(C=C(C=C1)F)F (2,4-Difluoroacetophenone), NN (Hydrazine). The solvent is CCO (EtOH), CCO (EtOH). Yields the product FC1=CC=C2C(=NNC2=C1)C (6-Fluoro-3-methyl-1H-indazole). The yield is 68.5%. RXN SMILES: [CH3:1][C:2]([C:4]1[CH:9]=[CH:8][C:7]([F:10])=[CH:6][C:5]=1F)=O.[NH2:12][NH2:13]>CCO>[F:10][C:7]1[CH:6]=[C:5]2[C:4]([C:2]([CH3:1])=[N:12][NH:13]2)=[CH:9][CH:8]=1. Procedure: In a sealed flask were combined 12.99 g (83.2 mmol) 2,4-Difluoroacetophenone, 8.80 g (274 mmol, 3.3 equiv) Hydrazine and 8.7 mL EtOH and heated at 150° C. for 18 h. The resultant solid is dissolved in 150 mL EtOH, precipitated with 500 mL H2O, cooled, filtered, air and pump dried to give 8.56 g (57.0 mmol) 6-Fluoro-3-methyl-1H-indazole which is used without characterization. The material thus obtained is combined with 6.35 g (62.7 mmol, 1.1 equiv) Et3N and 1.39 g (11.4 mmol, 0.2 equiv) DMAP in 1... Starting materials: COc1ccc2cc(C(OC)(OC)C(C)O)ccc2c1, Cc1ccc(S(=O)(=O)Cl)cc1, c1ccncc1. Yields the product COc1ccc2cc(C(OC)(OC)C(C)OS(=O)(=O)c3ccc(C)cc3)ccc2c1. RXN SMILES: [CH3:1][O:2][C:3]([CH:4]([CH3:5])[OH:6])([c:7]1[cH:8][c:9]2[cH:10][cH:11][c:12]([O:17][CH3:18])[cH:13][c:14]2[cH:15][cH:16]1)[O:19][CH3:20].[c:21]1([CH3:31])[cH:22][cH:23][c:24]([S:27](=[O:28])(=[O:29])[Cl:30])[cH:25][cH:26]1.[cH:32]1[cH:33][cH:34][n:35][cH:36][cH:37]1>>[CH3:1][O:2][C:3]([CH:4]([CH3:5])[O:6][S:27]([c:24]1[cH:23][cH:22][c:21]([CH3:31])[cH:26][cH:25]1)(=[O:28])=[O:29])([c:7]1[cH:8][c:9]2[cH:10][cH:11][c:12]([O:17][CH3:18])[cH:13][c:14]2[cH:15][cH:16]1)[O:19][CH3:20]. Starting materials: O (water), C1(=CC=C(C=C1)S(=O)(=O)OC[C@H]1COC=2C(=C3CC(NC3=C(C2)C)=O)O1)C ((R)-2-(Toluene-4-sulfonyloxymethyl)-6-methyl-2,3,8,9-tetrahydro-7H-1,4-dioxino[2,3-e]indol-8-one), C(C1=CC=CC=C1)N (benzylamine). The solvent is CS(=O)C (DMSO). Conditions: temperature 85 celsius. The product is free base, C(C1=CC=CC=C1)NCC1COC=2C(=C3CC(NC3=C(C2)C)=O)O1 (2-(Benzylamino-methyl)-6-methyl-2,3,8,9-tetrahydro-7H-1,4-dioxino[2,3-e]indol-8-one). As a reaction SMILES: C1(C)C=CC(S(O[CH2:11][C@@H:12]2[O:26][C:16]3=[C:17]4[C:21](=[C:22]([CH3:24])[CH:23]=[C:15]3[O:14][CH2:13]2)[NH:20][C:19](=[O:25])[CH2:18]4)(=O)=O)=CC=1.[CH2:28]([NH2:35])[C:29]1[CH:34]=[CH:33][CH:32]=[CH:31][CH:30]=1.O>CS(C)=O>[CH2:28]([NH:35][CH2:11][CH:12]1[O:26][C:16]2=[C:17]3[C:21](=[C:22]([CH3:24])[CH:23]=[C:15]2[O:14][CH2:13]1)[NH:20][C:19](=[O:25])[CH2:18]3)[C:29]1[CH:34]=[CH:33][CH:32]=[CH:31][CH:30]=1. Reported procedure: (R)-2-(Toluene-4-sulfonyloxymethyl)-6-methyl-2,3,8,9-tetrahydro-7H-1,4-dioxino[2,3-e]indol-8-one (1.57 g, 4.04 mmole) and benzylamine (2.18 g, 5.6 mmole) were combined in 10 ml of dry DMSO and heated to 85° C. for 3 hours under a nitrogen atmosphere. After cooling to room temperature, 150 ml of water was added and the mixture was extracted twice with 250 ml portions of 35% ethyl acetate in hexane. The combined organic phases were washed with brine, dried over MgSO4, filtered and concentrated in ...